This data is from the Open Reaction Database (ORD), a public repository of structured organic reaction records. The task is: describe an organic reaction: reactants, conditions, products, and yield The solvent is O (water). RXN SMILES: C[C@@H:2]1[O:7][C@@H:6](OC)[C@H:5]([OH:10])[C@H:4](O)[C@H]1O.I([O-])(=O)(=O)=O.[Na+].[C:19](=[O:22])([O-])[OH:20].[Na+].[CH2:24](O)C>O>[CH3:4][C:5](=[O:10])[CH2:6][O:7][CH2:2][C:19]([O:20][CH3:24])=[O:22] |f:1.2,3.4|. Starting materials: C[C@H]1[C@@H]([C@H]([C@H]([C@@H](O1)OC)O)O)O (methyl-α-L-rhamnopyranoside), I(=O)(=O)(=O)[O-].[Na+] (sodium periodate), C(C)O (ethanol), C(O)([O-])=O.[Na+] (sodium hydrogen carbonate). Procedure details: A solution of methyl-α-L-rhamnopyranoside (1.78 g, 10 mmol) in water (25 ml) was treated with sodium periodate (4.3 g) at 0° C. After 3 hours sodium hydrogen carbonate was cautiously added to neutralize the acid, the mixture was poured into ethanol (100 ml) and the insoluble material was filtered. The filtrate was concentrated to a syrup that was extracted with acetonitrile (15 ml). The extract was used for the next step without further purification. Product: CC(COCC(=O)OC)=O (1-methyl-1'-methoxy-2,2'-oxydiacetaldehyde).